From a dataset of the Open Reaction Database (ORD), a public repository of structured organic reaction records. describe an organic reaction: reactants, conditions, products, and yield Starting materials: ClC=1C=CC(=C(C(=O)O)C1)COC1=CC(=CC=C1)Cl (5-Chloro-2-[(3-chlorophenoxy)methyl]benzoic acid), Cl.N[C@@H](C)C1=CC=C(C(=O)OC)C=C1 (Methyl 4-[(1S)-1-aminoethyl]benzoate hydrochloride). Product: ClC=1C=CC(=C(C(=O)N[C@@H](C)C2=CC=C(C(=O)OC)C=C2)C1)COC1=CC(=CC=C1)Cl (Methyl 4-[(1S)-1-({5-chloro-2-[(3-chlorophenoxy)methyl]benzoyl}amino) ethyl]benzoate). Reaction SMILES: [Cl:1][C:2]1[CH:3]=[CH:4][C:5]([CH2:11][O:12][C:13]2[CH:18]=[CH:17][CH:16]=[C:15]([Cl:19])[CH:14]=2)=[C:6]([CH:10]=1)[C:7]([OH:9])=O.Cl.[NH2:21][C@H:22]([C:24]1[CH:33]=[CH:32][C:27]([C:28]([O:30][CH3:31])=[O:29])=[CH:26][CH:25]=1)[CH3:23]>>[Cl:1][C:2]1[CH:3]=[CH:4][C:5]([CH2:11][O:12][C:13]2[CH:18]=[CH:17][CH:16]=[C:15]([Cl:19])[CH:14]=2)=[C:6]([CH:10]=1)[C:7]([NH:21][C@H:22]([C:24]1[CH:33]=[CH:32][C:27]([C:28]([O:30][CH3:31])=[O:29])=[CH:26][CH:25]=1)[CH3:23])=[O:9] |f:1.2|. Reported procedure: The title compound was prepared according to the procedure described in step 6 of Example 1 from 5-chloro-2-[(3-chlorophenoxy)methyl]benzoic acid (step 2) and methyl 4-[(1S)-1-aminoethyl]benzoate hydrochloride (step 5 of Example 1): The reactants are C(CCCCCCCCCCCCC)NC1[C@H](O)[C@@H](O)[C@H](O)[C@H](O1)CO (N-tetradecyl-glucopyranosylamine), C(CCCCCCCCCCCCCCCCC)(=O)Cl (stearoyl chloride). The product is C1([C@H](O)[C@@H](O)[C@H](O)[C@H](O1)CO)N(C(CCCCCCCCCCCCCCCCC)=O)CCCCCCCCCCCCCC (N-Glucopyranosyl-N-tetradecyl-stearic acid amide). As a reaction SMILES: [CH2:1]([NH:15][CH:16]1[O:24][C@H:23]([CH2:25][OH:26])[C@@H:21]([OH:22])[C@H:19]([OH:20])[C@H:17]1[OH:18])[CH2:2][CH2:3][CH2:4][CH2:5][CH2:6][CH2:7][CH2:8][CH2:9][CH2:10][CH2:11][CH2:12][CH2:13][CH3:14].[C:27](Cl)(=[O:45])[CH2:28][CH2:29][CH2:30][CH2:31][CH2:32][CH2:33][CH2:34][CH2:35][CH2:36][CH2:37][CH2:38][CH2:39][CH2:40][CH2:41][CH2:42][CH2:43][CH3:44]>>[CH:16]1([N:15]([CH2:1][CH2:2][CH2:3][CH2:4][CH2:5][CH2:6][CH2:7][CH2:8][CH2:9][CH2:10][CH2:11][CH2:12][CH2:13][CH3:14])[C:27](=[O:45])[CH2:28][CH2:29][CH2:30][CH2:31][CH2:32][CH2:33][CH2:34][CH2:35][CH2:36][CH2:37][CH2:38][CH2:39][CH2:40][CH2:41][CH2:42][CH2:43][CH3:44])[O:24][C@H:23]([CH2:25][OH:26])[C@@H:21]([OH:22])[C@H:19]([OH:20])[C@H:17]1[OH:18]. Procedure: The preparation is analogous to Example 12 from N-tetradecyl-glucopyranosylamine and stearoyl chloride. Starting materials: Nc1ccc(F)cn1, Cc1ccc(S(=O)(=O)Cl)cc1, c1ccncc1. Product: Cc1ccc(S(=O)(=O)Nc2ccc(F)cn2)cc1. RXN SMILES: [NH2:1][c:2]1[n:3][cH:4][c:5]([F:8])[cH:6][cH:7]1.[c:9]1([CH3:19])[cH:10][cH:11][c:12]([S:15](=[O:16])(=[O:17])[Cl:18])[cH:13][cH:14]1.[cH:20]1[cH:21][cH:22][n:23][cH:24][cH:25]1>>[NH:1]([c:2]1[n:3][cH:4][c:5]([F:8])[cH:6][cH:7]1)[S:15]([c:12]1[cH:11][cH:10][c:9]([CH3:19])[cH:14][cH:13]1)(=[O:16])=[O:17].